Dataset: the Open Reaction Database (ORD), a public repository of structured organic reaction records. Task: describe an organic reaction: reactants, conditions, products, and yield Reactants: C(CCC)[Li].CCCCCC (n-butyllithium n-hexane), C(CCC)[Li].CCCCCC (n-butyllithium n-hexane), S1C=2N(C=C1)C=NC2 (imidazo[5,1-b]thiazole), C[Si](C)(C)Cl (Trimethylsilyl chloride), [Cl-].[NH4+] (ammonium chloride). Run in C(C)(=O)OCC (Ethyl acetate), C1CCOC1 (THF). Reaction conditions: time 30 minute. Yields the product C[Si](C1=CN2C(S1)=CN=C2)(C)C (2-(trimethylsilyl)imidazo[5,1-b]thiazole). Reaction SMILES: C([Li])CCC.CCCCCC.[S:12]1[CH:16]=[CH:15][N:14]2[CH:17]=[N:18][CH:19]=[C:13]12.[CH3:20][Si:21](Cl)([CH3:23])[CH3:22].[Cl-].[NH4+]>C1COCC1.C(OCC)(=O)C>[CH3:20][Si:21]([CH3:23])([CH3:22])[C:16]1[S:12][C:13]2=[CH:19][N:18]=[CH:17][N:14]2[CH:15]=1 |f:0.1,4.5|. Procedure: A 1.6 N n-butyllithium/n-hexane solution (16.7 ml) was added in an argon atmosphere at −50° C. to a solution of 3.17 g of imidazo[5,1-b]thiazole in 120 ml of dry THF. The mixture was stirred at the same temperature for 30 min. Trimethylsilyl chloride (3.54 ml) was added thereto, and the mixture was stirred for 20 min. A 1.6 N n-butyllithium/n-hexane solution (8.0 ml) was added thereto, and the mixture was stirred for 20 min. A saturated aqueous ammonium chloride solution was added to the reactio... Starting materials: BrC1=NN(C=2N=C(C=C(C21)C(=O)O)C2=CC=CC=C2)C(C)C (3-Bromo-1-(1-methylethyl)-6-phenyl-1H-pyrazolo[3,4-b]pyridine-4-carboxylic acid), CCN(C(C)C)C(C)C (DIEA), C(CCl)Cl (EDC), C(=O)([O-])[O-].[Na+].[Na+] (Na2CO3), [Al] (aluminum), Cl.NCC=1C(NC(=CC1C)C)=O (3-(aminomethyl)-4,6-dimethyl-2(1H)-pyridinone hydrochloride), C=1C=CC2=C(C1)N=NN2O (HOBT), CN1CCOCC1 (4-methylmorpholine). Run in CS(=O)C (DMSO), O (water). Reaction conditions: time 10 minute. Product: BrC1=NN(C=2N=C(C=C(C21)C(=O)NCC=2C(NC(=CC2C)C)=O)C2=CC=CC=C2)C(C)C (3-Bromo-N-[(4,6-dimethyl-2-oxo-1,2-dihydro-3-pyridinyl)methyl]-1-(1-methylethyl)-6-phenyl-1H-pyrazolo[3,4-b]pyridine-4-carboxamide). RXN SMILES: [Br:1][C:2]1[C:10]2[C:9]([C:11]([OH:13])=O)=[CH:8][C:7]([C:14]3[CH:19]=[CH:18][CH:17]=[CH:16][CH:15]=3)=[N:6][C:5]=2[N:4]([CH:20]([CH3:22])[CH3:21])[N:3]=1.Cl.[NH2:24][CH2:25][C:26]1[C:27](=[O:34])[NH:28][C:29]([CH3:33])=[CH:30][C:31]=1[CH3:32].C1C=CC2N(O)N=NC=2C=1.C(Cl)CCl.CCN(C(C)C)C(C)C.CN1CCOCC1.[Al].C([O-])([O-])=O.[Na+].[Na+]>CS(C)=O.O>[Br:1][C:2]1[C:10]2[C:9]([C:11]([NH:24][CH2:25][C:26]3[C:27](=[O:34])[NH:28][C:29]([CH3:33])=[CH:30][C:31]=3[CH3:32])=[O:13])=[CH:8][C:7]([C:14]3[CH:19]=[CH:18][CH:17]=[CH:16][CH:15]=3)=[N:6][C:5]=2[N:4]([CH:20]([CH3:21])[CH3:22])[N:3]=1 |f:1.2,8.9.10|. Procedure details: 3-Bromo-1-(1-methylethyl)-6-phenyl-1H-pyrazolo[3,4-b]pyridine-4-carboxylic acid (93 mg, 0.258 mmol), 3-(aminomethyl)-4,6-dimethyl-2(1H)-pyridinone hydrochloride (64 mg, 0.336 mmol), HOBT (60 mg, 0.387 mmol) and EDC (74 mg, 0.387 mmol) were suspended in DMSO (14 mL) and stirred at room temperature for 10 minutes, after which time DIEA (0.9 ml, 5.16 mmol) was added. After stirring for 2 h, 4-methylmorpholine (1 ml, 9.04 mmol) was added. The reaction mixture was stirred first at room temperature fo... Reactants: C(COCCOC)N(CCOCCOC)CCOCCOC (tris(3,6-dioxaheptyl)amine), C(C=C)Br (Allyl bromide), amine. Run in CC(=O)C (acetone). Yields the product [Br-].C(C=C)[N+](CCOCCOC)(CCOCCOC)CCOCCOC (N-(2-propeny)-N,N,N-tris(3,6-dioxaheptyl)ammonium bromide). As a reaction SMILES: [CH2:1]([N:8]([CH2:16][CH2:17][O:18][CH2:19][CH2:20][O:21][CH3:22])[CH2:9][CH2:10][O:11][CH2:12][CH2:13][O:14][CH3:15])[CH2:2][O:3][CH2:4][CH2:5][O:6][CH3:7].[CH2:23]([Br:26])[CH:24]=[CH2:25]>CC(C)=O>[Br-:26].[CH2:25]([N+:8]([CH2:16][CH2:17][O:18][CH2:19][CH2:20][O:21][CH3:22])([CH2:9][CH2:10][O:11][CH2:12][CH2:13][O:14][CH3:15])[CH2:1][CH2:2][O:3][CH2:4][CH2:5][O:6][CH3:7])[CH:24]=[CH2:23] |f:3.4|. Procedure: Into a 500 ml flask fitted with a reflux condenser and a heating mantle was placed tris(3,6-dioxaheptyl)amine (14.55 g, 45 mmoles) and 150 ml acetone. Allyl bromide (6.53 g, 54 mmoles, 20% excess) was added and the solution brought to reflux. After 28 hours the 1H-NMR spectrum indicated that the starting amine had been consumed. Removal of the solvent in vacuo gave crude product, N-(2-propeny)-N,N,N-tris(3,6-dioxaheptyl)ammonium bromide, as an amber oil (yield 19.66 g, 98%). The reactants are O=C([O-])O, COC1CCC(CO)C(NC(=S)NC(=O)c2ccccc2)(c2ccccc2F)C1, CCOC(C)=O, ClCCl, O=S(=O)(OS(=O)(=O)C(F)(F)F)C(F)(F)F, [Na+], c1ccncc1. Yields the product COC1CCC2CSC(NC(=O)c3ccccc3)=NC2(c2ccccc2F)C1. RXN SMILES: [C:48](=[O:49])([OH:50])[O-:51].[C:4]([c:5]1[cH:6][cH:7][cH:8][cH:9][cH:10]1)(=[O:11])[NH:12][C:13](=[S:14])[NH:15][C:16]1([c:26]2[c:27]([F:32])[cH:28][cH:29][cH:30][cH:31]2)[CH:17]([CH2:24][OH:25])[CH2:18][CH2:19][CH:20]([O:22][CH3:23])[CH2:21]1.[CH3:53][CH2:54][O:55][C:56](=[O:57])[CH3:58].[Cl:1][CH2:2][Cl:3].[F:33][C:34]([S:35]([O:36][S:37]([C:38]([F:39])([F:40])[F:41])(=[O:42])=[O:43])(=[O:44])=[O:45])([F:46])[F:47].[Na+:52].[cH:59]1[cH:60][cH:61][n:62][cH:63][cH:64]1>>[C:4]([c:5]1[cH:6][cH:7][cH:8][cH:9][cH:10]1)(=[O:11])[NH:12][C:13]1=[N:15][C:16]2([c:26]3[c:27]([F:32])[cH:28][cH:29][cH:30][cH:31]3)[CH:17]([CH2:18][CH2:19][CH:20]([O:22][CH3:23])[CH2:21]2)[CH2:24][S:14]1. The reactants are OCCc1ccc(Br)cc1, N#Cc1cccc(N=C=O)c1, Cc1ccccc1, CC(C)(C)[O-], CC(C)(C)[O-], CC(C)(C)[O-], CC(C)(C)[O-], [Ti+4]. The product is N#Cc1cccc(NC(=O)OCCc2ccc(Br)cc2)c1. Reaction SMILES: [Br:12][c:13]1[cH:14][cH:15][c:16]([CH2:19][CH2:20][OH:21])[cH:17][cH:18]1.[C:1](#[N:2])[c:3]1[cH:4][c:5]([N:9]=[C:10]=[O:11])[cH:6][cH:7][cH:8]1.[CH3:22][c:23]1[cH:24][cH:25][cH:26][cH:27][cH:28]1.[CH3:29][C:30]([CH3:31])([O-:32])[CH3:33].[CH3:34][C:35]([CH3:36])([O-:37])[CH3:38].[CH3:39][C:40]([CH3:41])([O-:42])[CH3:43].[CH3:44][C:45]([CH3:46])([O-:47])[CH3:48].[Ti+4:49]>>[C:1](#[N:2])[c:3]1[cH:4][c:5]([NH:9][C:10](=[O:11])[O:21][CH2:20][CH2:19][c:16]2[cH:15][cH:14][c:13]([Br:12])[cH:18][cH:17]2)[cH:6][cH:7][cH:8]1.